From a dataset of the Open Reaction Database (ORD), a public repository of structured organic reaction records. describe an organic reaction: reactants, conditions, products, and yield The reactants are O (Water), [Li+].[OH-] (LiOH), COC(C1=C(C=CC(=C1)C)SC=1C2=C(SC1)C=CC=C2)=O (2-(benzo[b]thiophen-3-ylsulfanyl)-5-methyl-benzoic acid methyl ester), C1CCOC1.O (THF water). The solvent is C(C)(=O)OCC (ethyl acetate), mixture. Product: S1C2=C(C(=C1)SC1=C(C(=O)O)C=C(C=C1)C)C=CC=C2 (2-(benzo[b]thiophen-3-ylsulfanyl)-5-methyl-benzoic acid). RXN SMILES: [Li+].[OH-].C[O:4][C:5](=[O:23])[C:6]1[CH:11]=[C:10]([CH3:12])[CH:9]=[CH:8][C:7]=1[S:13][C:14]1[C:15]2[CH:22]=[CH:21][CH:20]=[CH:19][C:16]=2[S:17][CH:18]=1.C1COCC1.O.O>C(OCC)(=O)C>[S:17]1[CH:18]=[C:14]([S:13][C:7]2[CH:8]=[CH:9][C:10]([CH3:12])=[CH:11][C:6]=2[C:5]([OH:23])=[O:4])[C:15]2[CH:22]=[CH:21][CH:20]=[CH:19][C:16]1=2 |f:0.1,3.4|. Procedure: LiOH (480 mg, 20 mmol) is added to 2-(benzo[b]thiophen-3-ylsulfanyl)-5-methyl-benzoic acid methyl ester (630 mg, 2 mmol) in 16 mL mixture of THF/water (3:1). The reaction mixture is refluxed for 2 hours and cooled to room temperature. Water and ethyl acetate is added and the organic phase is washed with brine, dried with MgSO4 and concentrated in vacuo to give the title compound, which is used in the next step without further purification. The reactants are N1=C(C=CC=C1)CCCCC(=O)OCC (Ethyl 5-(2-pyridyl)valerate), [OH-].[Na+] (sodium hydroxide). The solvent is C(C)O (ethanol). Conditions: time 1.5 hour. Product: N1=C(C=CC=C1)CCCCC(=O)O (5-(2-Pyridyl)valeric acid). The yield is 81.1%. RXN SMILES: [N:1]1[CH:6]=[CH:5][CH:4]=[CH:3][C:2]=1[CH2:7][CH2:8][CH2:9][CH2:10][C:11]([O:13]CC)=[O:12].[OH-].[Na+]>C(O)C>[N:1]1[CH:6]=[CH:5][CH:4]=[CH:3][C:2]=1[CH2:7][CH2:8][CH2:9][CH2:10][C:11]([OH:13])=[O:12] |f:1.2|. Reported procedure: Ethyl 5-(2-pyridyl)valerate (3.6 g, 17.2 mmol) was dissolved in ethanol (12 ml), and 2 M aqueous sodium hydroxide solution (12.9 ml, 25.8 mmol) was added thereto. The reaction mixture was stirred at room temperature for 1.5 hrs. The solvent was evaporated, and the residue was combined with ethanol and filtered to remove the insolubles. The filtrate was concentrated to give the titled compound (2.5 g, 82%) Isolated yield 51.0%. Solvent: C1CCOC1 (THF), C1CCOC1 (THF). Reported procedure: 1,3-Propane diol (0.73 ml, 10 mmol) was dissolved in dry THF (10 ml), added to sodium hydride (0.24 g, 10 mmol) and the mixture was stirred at room temperature for 6 hours 2,6-dichloro-4,8-dipiperidinopyrimidopyrimidine (0.184 g, 0.5 mmol) in dry THF (25 ml) was added and the mixture heated under reflux 72 hours. After cooling to room temperature, water (30 ml) was added and the product extracted into ethyl acetate (4×20 ml). The organic layers were combined, dried (MgSO4), filtered and solvent ... The reactants are ClC=1N=C(C2=C(C(=NC(=N2)Cl)N2CCCCC2)N1)N1CCCCC1 (2,6-dichloro-4,8-dipiperidinopyrimidopyrimidine), O (water), C(CCO)O (1,3-Propane diol), [H-].[Na+] (sodium hydride). RXN SMILES: [CH2:1]([OH:5])[CH2:2][CH2:3][OH:4].[H-].[Na+].Cl[C:9]1[N:10]=[C:11]([N:26]2[CH2:31][CH2:30][CH2:29][CH2:28][CH2:27]2)[C:12]2[N:17]=[C:16](Cl)[N:15]=[C:14]([N:19]3[CH2:24][CH2:23][CH2:22][CH2:21][CH2:20]3)[C:13]=2[N:25]=1.[OH2:32]>C1COCC1>[OH:4][CH2:3][CH2:2][CH2:1][O:5][C:9]1[N:10]=[C:11]([N:26]2[CH2:31][CH2:30][CH2:29][CH2:28][CH2:27]2)[C:12]2[N:17]=[C:16]([O:32][CH2:1][CH2:2][CH2:3][OH:4])[N:15]=[C:14]([N:19]3[CH2:24][CH2:23][CH2:22][CH2:21][CH2:20]3)[C:13]=2[N:25]=1 |f:1.2|. The product is OCCCOC=1N=C(C2=C(C(=NC(=N2)OCCCO)N2CCCCC2)N1)N1CCCCC1 (2,6-Di(3′-hydroxypropoxy)-4,8-dipiperidinopyrimidopyrimidine). Starting materials: COCCN1C(=O)C(Cl)=C(c2ccccc2)C1=O, Nc1ccc(OC(F)F)cc1, CN(C)C=O. Yields the product COCCN1C(=O)C(Nc2ccc(OC(F)F)cc2)=C(c2ccccc2)C1=O. RXN SMILES: [Cl:1][C:2]1=[C:6]([c:7]2[cH:8][cH:9][cH:10][cH:11][cH:12]2)[C:5](=[O:13])[N:4]([CH2:14][CH2:15][O:16][CH3:17])[C:3]1=[O:18].[F:19][CH:20]([O:21][c:22]1[cH:23][cH:24][c:25]([NH2:26])[cH:27][cH:28]1)[F:29].[O:30]=[CH:31][N:32]([CH3:33])[CH3:34]>>[C:2]1([NH:26][c:25]2[cH:24][cH:23][c:22]([O:21][CH:20]([F:19])[F:29])[cH:28][cH:27]2)=[C:6]([c:7]2[cH:8][cH:9][cH:10][cH:11][cH:12]2)[C:5](=[O:13])[N:4]([CH2:14][CH2:15][O:16][CH3:17])[C:3]1=[O:18]. The reactants are B(Br)(Br)Br (BBr3), FC=1C(=C(C=CC1F)[C@@H](C[C@](C=NC1=C2C=NC(=NC2=CC=C1)C)(O)C(F)(F)F)CC)OC ((2R,4R)-4-(3,4-difluoro-2-methoxyphenyl)-1-[(2-methylquinazolin-5-yl)imino]-2-(trifluoromethyl)hexan-2-ol), C(=O)(O)[O-].[Na+] (NaHCO3). The solvent is ClCCl (dichloromethane), C(Cl)Cl (CH2Cl2). Reaction conditions: temperature -30 celsius. The product is FC=1C(=C(C=CC1F)C(CC(C=O)(C(F)(F)F)O)CC)OC (4-(3,4-Difluoro-2-methoxyphenyl)-2-hydroxy-2-(trifluoromethyl)hexanal). As a reaction SMILES: [F:1][C:2]1[C:3]([O:32][CH3:33])=[C:4]([C@H:9]([CH2:30][CH3:31])[CH2:10][C@@:11]([C:26]([F:29])([F:28])[F:27])([OH:25])[CH:12]=NC2C=CC=C3C=2C=NC(C)=N3)[CH:5]=[CH:6][C:7]=1[F:8].B(Br)(Br)Br.C([O-])(O)=[O:39].[Na+]>C(Cl)Cl>[F:1][C:2]1[C:3]([O:32][CH3:33])=[C:4]([CH:9]([CH2:30][CH3:31])[CH2:10][C:11]([OH:25])([C:26]([F:27])([F:29])[F:28])[CH:12]=[O:39])[CH:5]=[CH:6][C:7]=1[F:8] |f:2.3|. Reported procedure: 300 mg (0.92 mmol) of (2R,4R)-4-(3,4-difluoro-2-methoxyphenyl)-2-hydroxy-2-(trifluoromethyl)hexanal and 146 mg (0.92 mmol) of 5-amino-2-methylquinazoline are dissolved in 20 ml of toluene, and the solution is admixed with 0.29 ml (0.92 mmol) of titanium tert-butoxide and 0.1 ml of acetic acid. The reaction mixture is heated at 100° C. for 2 hours, cooled, poured into water and stirred vigorously. The suspension is filtered through Celite, the filter bed being rinsed thoroughly with ethyl acetate... Reactants: C1(=CC=CC2=CC=CC=C12)C(=O)N1C(N(C(C1=O)(C1=CC=CC=C1)C1=CC=CC=C1)CC(=O)OC(C)(C)C)=O (tert-Butyl 2-(3-naphthylcarbonyl-2,4-dioxo-5,5-diphenylimidazolidinyl)acetate), Cl (hydrogen chloride). Run in FC(C(=O)O)(F)F.ClCCl (trifluoroacetic acid dichloromethane). Conditions: time 8 hour. The product is C1(=CC=CC2=CC=CC=C12)C(=O)N1C(N(C(C1=O)(C1=CC=CC=C1)C1=CC=CC=C1)CC(=O)O)=O (3-Naphthylcarbonyl-2,4-dioxo-5,5-diphenylimidazolidinylacetic acid). RXN SMILES: [C:1]1([C:11]([N:13]2[C:17](=[O:18])[C:16]([C:25]3[CH:30]=[CH:29][CH:28]=[CH:27][CH:26]=3)([C:19]3[CH:24]=[CH:23][CH:22]=[CH:21][CH:20]=3)[N:15]([CH2:31][C:32]([O:34]C(C)(C)C)=[O:33])[C:14]2=[O:39])=[O:12])[C:10]2[C:5](=[CH:6][CH:7]=[CH:8][CH:9]=2)[CH:4]=[CH:3][CH:2]=1.Cl>FC(F)(F)C(O)=O.ClCCl>[C:1]1([C:11]([N:13]2[C:17](=[O:18])[C:16]([C:19]3[CH:20]=[CH:21][CH:22]=[CH:23][CH:24]=3)([C:25]3[CH:30]=[CH:29][CH:28]=[CH:27][CH:26]=3)[N:15]([CH2:31][C:32]([OH:34])=[O:33])[C:14]2=[O:39])=[O:12])[C:10]2[C:5](=[CH:6][CH:7]=[CH:8][CH:9]=2)[CH:4]=[CH:3][CH:2]=1 |f:2.3|. Reported procedure: tert-Butyl 2-(3-naphthylcarbonyl-2,4-dioxo-5,5-diphenylimidazolidinyl)acetate (300 mg) was dissolved in a 20% trifluoroacetic acid/dichloromethane solution (2 mL), and the solution was stirred at room temperature overnight. After a 1N aqueous hydrogen chloride solution was added, the solution was extracted three times using chloroform (50 mL). The resulting organic layer was washed with a saturated brine, and dried over anhydrous magnesium sulfate, and the solvent was distilled off. Further, rec... Starting materials: CC1C(=NNC(S1)=O)C=1C=C2C(C(NC2=CC1)=O)=NC1=CC=CC=C1 (1,3-dihydro-5-(3,6-dihydro-6-methyl-2-oxo -2H-1,3,4-thiadiazin-5-yl)-3-phenylimino-2H-indol-2-one), Cl.C(C)(C)(C)C1=CC=C(C=C1)NN (4t-butyl phenylhydrazine hydrochloride). Product: CC(C)(C)C1=CC=C(C=C1)NN=C1C(NC2=CC=C(C=C12)C1=NNC(SC1C)=O)=O (5-(3,6-Dihydro-6-methyl-2-oxo-2H-1,3,4-thiadiazin-5-yl) -1H-indole-2,3-dione 3-[4-(1,1-dimethylethyl) phenylhydrazone]). Isolated yield 83.0%. As a reaction SMILES: [CH3:1][CH:2]1[S:7][C:6](=[O:8])[NH:5][N:4]=[C:3]1[C:9]1[CH:10]=[C:11]2[C:15](=[CH:16][CH:17]=1)[NH:14][C:13](=[O:18])[C:12]2=[N:19]C1C=CC=CC=1.Cl.[C:27]([C:31]1[CH:36]=[CH:35][C:34]([NH:37]N)=[CH:33][CH:32]=1)([CH3:30])([CH3:29])[CH3:28]>>[CH3:30][C:27]([C:31]1[CH:32]=[CH:33][C:34]([NH:37][N:19]=[C:12]2[C:11]3[C:15](=[CH:16][CH:17]=[C:9]([C:3]4[CH:2]([CH3:1])[S:7][C:6](=[O:8])[NH:5][N:4]=4)[CH:10]=3)[NH:14][C:13]2=[O:18])=[CH:35][CH:36]=1)([CH3:28])[CH3:29] |f:1.2|. Reported procedure: Starting from 1,3-dihydro-5-(3,6-dihydro-6-methyl-2-oxo -2H-1,3,4-thiadiazin-5-yl)-3-phenylimino-2H-indol-2-one, and 4t-butyl phenylhydrazine hydrochloride and following the method described in Example 21, the desired compound was obtained.